This data is from the Open Reaction Database (ORD), a public repository of structured organic reaction records. The task is: describe an organic reaction: reactants, conditions, products, and yield The reactants are [BH3-]C#N, C1COCCO1, CN, CO, Cl, [Na+], O=Cc1ccc(-c2cccnc2)s1. The product is CNCc1ccc(-c2cccnc2)s1. As a reaction SMILES: [C:17](#[N:18])[BH3-:19].[CH2:23]1[O:24][CH2:25][CH2:26][O:27][CH2:28]1.[CH3:14][NH2:15].[CH3:21][OH:22].[ClH:16].[Na+:20].[n:1]1[cH:2][c:3](-[c:7]2[cH:8][cH:9][c:10]([CH:12]=[O:13])[s:11]2)[cH:4][cH:5][cH:6]1>>[n:1]1[cH:2][c:3](-[c:7]2[cH:8][cH:9][c:10]([CH2:12][NH:18][CH3:17])[s:11]2)[cH:4][cH:5][cH:6]1. Starting materials: O=C([O-])[O-], CS(C)=O, O=[N+]([O-])c1ccc(F)cc1, [K+], [K+], Oc1ccc(Cl)cc1. Yields the product O=[N+]([O-])c1ccc(Oc2ccc(Cl)cc2)cc1. RXN SMILES: [C:19](=[O:20])([O-:21])[O-:22].[CH3:25][S:26]([CH3:27])=[O:28].[F:1][c:2]1[cH:3][cH:4][c:5]([N+:8](=[O:9])[O-:10])[cH:6][cH:7]1.[K+:23].[K+:24].[OH:11][c:12]1[cH:13][cH:14][c:15]([Cl:16])[cH:17][cH:18]1>>[c:2]1([O:11][c:12]2[cH:13][cH:14][c:15]([Cl:16])[cH:17][cH:18]2)[cH:3][cH:4][c:5]([N+:8](=[O:9])[O-:10])[cH:6][cH:7]1. Starting materials: Cl, NO, [Na+], C1COCCO1, [OH-], O, CC12CCC(O)CC1CCC1C2CCC2(C)C(C=CC=O)CCC12O. The product is CC12CCC(O)CC1CCC1C2CCC2(C)C(C=CC=NO)CCC12O. As a reaction SMILES: [ClH:1].[NH2:2][OH:3].[Na+:30].[O:31]1[CH2:32][CH2:33][O:34][CH2:35][CH2:36]1.[OH-:29].[OH2:37].[OH:4][CH:5]1[CH2:6][CH:7]2[CH2:8][CH2:9][CH:10]3[C:11]4([OH:28])[CH2:12][CH2:13][CH:14]([CH:15]=[CH:16][CH:17]=[O:18])[C:19]4([CH3:27])[CH2:20][CH2:21][CH:22]3[C:23]2([CH3:26])[CH2:24][CH2:25]1>>[N:2]([OH:3])=[CH:17][CH:16]=[CH:15][CH:14]1[CH2:13][CH2:12][C:11]2([OH:28])[CH:10]3[CH2:9][CH2:8][CH:7]4[CH2:6][CH:5]([OH:4])[CH2:25][CH2:24][C:23]4([CH3:26])[CH:22]3[CH2:21][CH2:20][C:19]21[CH3:27]. Starting materials: C(C)(C)(C)C1CCC(CC1)C=1C(C2=CC=CC=C2C(C1O)=O)=O (2-(4'-t-butylcyclohexyl)-3-hydroxy-1,4-naphthoquinone), ice water. Run in S(O)(O)(=O)=O (sulphuric acid). The product is C(C)(C)(C)[C@H]1CC[C@H](CC1)C=1C(C2=CC=CC=C2C(C1O)=O)=O (cis 2-(4'-t-butylcyclohexyl)-3-hydroxy-1,4-naphthoquinone). RXN SMILES: [C:1]([CH:5]1[CH2:10][CH2:9][CH:8]([C:11]2[C:12](=[O:23])[C:13]3[C:18]([C:19](=[O:22])[C:20]=2[OH:21])=[CH:17][CH:16]=[CH:15][CH:14]=3)[CH2:7][CH2:6]1)([CH3:4])([CH3:3])[CH3:2]>S(=O)(=O)(O)O>[C:1]([C@@H:5]1[CH2:6][CH2:7][C@H:8]([C:11]2[C:12](=[O:23])[C:13]3[C:18]([C:19](=[O:22])[C:20]=2[OH:21])=[CH:17][CH:16]=[CH:15][CH:14]=3)[CH2:9][CH2:10]1)([CH3:4])([CH3:2])[CH3:3]. Procedure details: An approximately 1:1 cis/trans mixture of 2-(4'-t-butylcyclohexyl)-3-hydroxy-1,4-naphthoquine (see Example 1) (10 g) was dissolved in concentrated sulphuric acid (100 ml) and the solution maintained at various temperatures for various periods of times as shown below. At the end of the reaction the reaction mixture was cooled and poured dropwise into ice/water to provide crude product which was purified by recrystallisation as previously described and/or column chromatography. The isomers ratios ...